From a dataset of the Open Reaction Database (ORD), a public repository of structured organic reaction records. describe an organic reaction: reactants, conditions, products, and yield The reactants are C1COCCO1, COc1ccc(N(C)c2nc(Cl)nc3ccccc23)cc1, NN. Yields the product COc1ccc(N(C)c2nc(NN)nc3ccccc23)cc1. RXN SMILES: [CH2:24]1[O:25][CH2:26][CH2:27][O:28][CH2:29]1.[Cl:1][c:2]1[n:3][c:4]2[cH:5][cH:6][cH:7][cH:8][c:9]2[c:10]([N:12]([CH3:13])[c:14]2[cH:15][cH:16][c:17]([O:20][CH3:21])[cH:18][cH:19]2)[n:11]1.[NH2:22][NH2:23]>>[c:2]1([NH:22][NH2:23])[n:3][c:4]2[cH:5][cH:6][cH:7][cH:8][c:9]2[c:10]([N:12]([CH3:13])[c:14]2[cH:15][cH:16][c:17]([O:20][CH3:21])[cH:18][cH:19]2)[n:11]1. The reactants are CC#N, COC(=O)c1nc(-c2ccc3c(c2)NCCC3)ccc1OCCOc1ccccc1, O=C(Nc1nc2ccccc2s1)Oc1ccc([N+](=O)[O-])cc1. Product: COC(=O)c1nc(-c2ccc3c(c2)N(C(=O)Nc2nc4ccccc4s2)CCC3)ccc1OCCOc1ccccc1. RXN SMILES: [CH3:53][C:54]#[N:55].[O:1]([c:2]1[cH:3][cH:4][cH:5][cH:6][cH:7]1)[CH2:8][CH2:9][O:10][c:11]1[c:12]([C:27](=[O:28])[O:29][CH3:30])[n:13][c:14](-[c:17]2[cH:18][cH:19][c:20]3[c:25]([cH:26]2)[NH:24][CH2:23][CH2:22][CH2:21]3)[cH:15][cH:16]1.[s:31]1[c:32]([NH:40][C:41]([O:42][c:44]2[cH:45][cH:46][c:47]([N+:48]([O-:49])=[O:50])[cH:51][cH:52]2)=[O:43])[n:33][c:34]2[c:35]1[cH:36][cH:37][cH:38][cH:39]2>>[O:1]([c:2]1[cH:3][cH:4][cH:5][cH:6][cH:7]1)[CH2:8][CH2:9][O:10][c:11]1[c:12]([C:27](=[O:28])[O:29][CH3:30])[n:13][c:14](-[c:17]2[cH:18][cH:19][c:20]3[c:25]([cH:26]2)[N:24]([C:41]([NH:40][c:32]2[s:31][c:35]4[c:34]([n:33]2)[cH:39][cH:38][cH:37][cH:36]4)=[O:42])[CH2:23][CH2:22][CH2:21]3)[cH:15][cH:16]1. The reactants are CCOC(=O)c1c(C)cc(CBr)cc1C, C1CCOC1, C[Si](C)(C)[N-][Si](C)(C)C, Cc1c(-c2cccnc2)[nH]c2ccc(Cl)cc12, Cl, [K+]. Yields the product CCOC(=O)c1c(C)cc(Cn2c(-c3cccnc3)c(C)c3cc(Cl)ccc32)cc1C. As a reaction SMILES: [CH2:29]([CH3:30])[O:31][C:32]([c:33]1[c:34]([CH3:42])[cH:35][c:36]([CH2:40][Br:41])[cH:37][c:38]1[CH3:39])=[O:43].[CH2:44]1[O:45][CH2:46][CH2:47][CH2:48]1.[CH3:20][Si:21]([N-:22][Si:23]([CH3:24])([CH3:25])[CH3:26])([CH3:27])[CH3:28].[Cl:2][c:3]1[cH:4][c:5]2[c:6]([CH3:18])[c:7](-[c:12]3[cH:13][n:14][cH:15][cH:16][cH:17]3)[nH:8][c:9]2[cH:10][cH:11]1.[ClH:1].[K+:19]>>[Cl:2][c:3]1[cH:4][c:5]2[c:6]([CH3:18])[c:7](-[c:12]3[cH:13][n:14][cH:15][cH:16][cH:17]3)[n:8]([CH2:40][c:36]3[cH:35][c:34]([CH3:42])[c:33]([C:32]([O:31][CH2:29][CH3:30])=[O:43])[c:38]([CH3:39])[cH:37]3)[c:9]2[cH:10][cH:11]1. Reactants: C1CCOC1, C#C[Si](C)(C)C, [Cu]I, COc1cc(I)c(C=O)cn1, Cl[Pd]Cl, c1ccc(P(c2ccccc2)c2ccccc2)cc1, c1ccc(P(c2ccccc2)c2ccccc2)cc1. Product: COc1cc(C#C[Si](C)(C)C)c(C=O)cn1. RXN SMILES: [CH2:61]1[O:62][CH2:63][CH2:64][CH2:65]1.[CH3:12][Si:13]([CH3:14])([CH3:15])[C:16]#[CH:17].[Cu:59][I:60].[I:1][c:2]1[cH:3][c:4]([O:10][CH3:11])[n:5][cH:6][c:7]1[CH:8]=[O:9].[Pd:18]([Cl:19])[Cl:20].[c:21]1([P:22]([c:23]2[cH:24][cH:25][cH:26][cH:27][cH:28]2)[c:29]2[cH:30][cH:31][cH:32][cH:33][cH:34]2)[cH:35][cH:36][cH:37][cH:38][cH:39]1.[c:40]1([P:41]([c:42]2[cH:43][cH:44][cH:45][cH:46][cH:47]2)[c:48]2[cH:49][cH:50][cH:51][cH:52][cH:53]2)[cH:54][cH:55][cH:56][cH:57][cH:58]1>>[c:2]1([C:17]#[C:16][Si:13]([CH3:12])([CH3:14])[CH3:15])[cH:3][c:4]([O:10][CH3:11])[n:5][cH:6][c:7]1[CH:8]=[O:9]. Starting materials: C1(CCCCCCC1)N (cyclooctylamine), C(C1=CC=CC=C1)OC1=CC=C(C=C1)C(C1=C(C=O)C=CC=C1)C1=CC=C(C=C1)OCC1=CC=CC=C1 (2-[bis-(4-benzyloxyphenyl)methyl]benzaldehyde), [BH4-].[Na+] (sodium borohydride). Solvent: C(C)O (ethanol). Product: C(C1=CC=CC=C1)OC1=CC=C(C=C1)C(C1=C(CNC2CCCCCCC2)C=CC=C1)C1=CC=C(C=C1)OCC1=CC=CC=C1 (2-[Bis(4-benzyloxyphenyl)methyl]-N-(cyclooctyl)benzylamine). The yield is 65.5%. RXN SMILES: [CH:1]1([NH2:9])[CH2:8][CH2:7][CH2:6][CH2:5][CH2:4][CH2:3][CH2:2]1.[CH2:10]([O:17][C:18]1[CH:23]=[CH:22][C:21]([CH:24]([C:33]2[CH:38]=[CH:37][C:36]([O:39][CH2:40][C:41]3[CH:46]=[CH:45][CH:44]=[CH:43][CH:42]=3)=[CH:35][CH:34]=2)[C:25]2[CH:32]=[CH:31][CH:30]=[CH:29][C:26]=2[CH:27]=O)=[CH:20][CH:19]=1)[C:11]1[CH:16]=[CH:15][CH:14]=[CH:13][CH:12]=1.[BH4-].[Na+]>C(O)C>[CH2:10]([O:17][C:18]1[CH:23]=[CH:22][C:21]([CH:24]([C:33]2[CH:34]=[CH:35][C:36]([O:39][CH2:40][C:41]3[CH:46]=[CH:45][CH:44]=[CH:43][CH:42]=3)=[CH:37][CH:38]=2)[C:25]2[CH:32]=[CH:31][CH:30]=[CH:29][C:26]=2[CH2:27][NH:9][CH:1]2[CH2:8][CH2:7][CH2:6][CH2:5][CH2:4][CH2:3][CH2:2]2)=[CH:20][CH:19]=1)[C:11]1[CH:12]=[CH:13][CH:14]=[CH:15][CH:16]=1 |f:2.3|. Procedure details: In 50 ml of ethanol was dissolved 3 g of cyclooctylamine. To the solution was added 11.41 g of 2-[bis-(4-benzyloxyphenyl)methyl]benzaldehyde obtained by Reference Example 8, and the mixture was heated under reflux for 2 hours. Thereafter, 1.78 g of sodium borohydride was added thereto, and the mixture was heated under reflux for 2 hours. The solvent was evaporated under reduced pressure, and water was added to the residue. The aqueous mixture was extracted with ether, and the organic layer was s... Reactants: CCO, CC(C)(Cc1ccccc1Cl)[N+](=O)[O-]. Product: CC(C)(N)Cc1ccccc1Cl. RXN SMILES: [CH3:15][CH2:16][OH:17].[Cl:1][c:2]1[c:3]([CH2:8][C:9]([CH3:10])([N+:11]([O-:12])=[O:13])[CH3:14])[cH:4][cH:5][cH:6][cH:7]1>>[Cl:1][c:2]1[c:3]([CH2:8][C:9]([CH3:10])([NH2:11])[CH3:14])[cH:4][cH:5][cH:6][cH:7]1. Starting materials: BrC1=CC(=C(C=C1)C(C(C(F)(F)F)(O)C=1C=CC2=C(N(C(CO2)=O)C)C1)C)Cl (6-[2-(4-bromo-2-chloro-phenyl)-1-hydroxy-1-trifluoromethyl-propyl]-4-methyl-4H-benzo[1,4]oxazin-3-one), C(=O)(O)C1=CC=C(C=C1)B(O)O (4-carboxyphenylboronic acid). Yields the product ClC=1C=C(C=CC1C(C(C(F)(F)F)(C=1C=CC2=C(N(C(CO2)=O)C)C1)O)C)C1=CC=C(C=C1)C(=O)O (3′-Chloro-4′-[3,3,3-trifluoro-2-hydroxy-1-methyl-2-(4-methyl-3-oxo-3,4-dihydro-2H-benzo[1,4]oxazin-6-yl)-propyl]-biphenyl-4-carboxylic acid). As a reaction SMILES: Br[C:2]1[CH:7]=[CH:6][C:5]([CH:8]([CH3:27])[C:9]([C:15]2[CH:16]=[CH:17][C:18]3[O:23][CH2:22][C:21](=[O:24])[N:20]([CH3:25])[C:19]=3[CH:26]=2)([OH:14])[C:10]([F:13])([F:12])[F:11])=[C:4]([Cl:28])[CH:3]=1.[C:29]([C:32]1[CH:37]=[CH:36][C:35](B(O)O)=[CH:34][CH:33]=1)([OH:31])=[O:30]>>[Cl:28][C:4]1[CH:3]=[C:2]([C:35]2[CH:36]=[CH:37][C:32]([C:29]([OH:31])=[O:30])=[CH:33][CH:34]=2)[CH:7]=[CH:6][C:5]=1[CH:8]([CH3:27])[C:9]([OH:14])([C:15]1[CH:16]=[CH:17][C:18]2[O:23][CH2:22][C:21](=[O:24])[N:20]([CH3:25])[C:19]=2[CH:26]=1)[C:10]([F:13])([F:12])[F:11]. Procedure: In analogy to Example 17, step 2, 6-[2-(4-bromo-2-chloro-phenyl)-1-hydroxy-1-trifluoromethyl-propyl]-4-methyl-4H-benzo[1,4]oxazin-3-one was reacted with 4-carboxyphenylboronic acid to give the title compound as a colorless solid. MS (m/e, ISP neg. ion)=518.2 [M−H+]. The reactants are Cl[SiH]1CCC(CC1)CC[C@@H]1CC[C@H](CC1)C1=CC(=C(C=C1)F)F (1-chloro-4-(2-(trans-4-(3,4-difluorophenyl)cyclohexyl)ethyl)-1-silacyclohexane), [Cl-].C(CCCC)[Zn+] (n-pentylzinc chloride), [Cl-].COCCC[Zn+] (3-methoxypropylzinc chloride), Cl[SiH]1CCC(CC1)CC[C@@H]1CC[C@H](CC1)C1=CC=C(C=C1)F (1-chloro-4-(2-(trans-4-(p-fluorophenyl)cyclohexyl) ethyl)-1-silacyclohexane). The product is FC=1C=C(C=CC1F)[C@@H]1CC[C@H](CC1)CC[C@@H]1CC[Si@H](CC1)CCCOC (trans-4-(2-(trans-4-(3,4-difluorophenyl) cyclohexyl) ethyl)-1-(3-methoxypropyl)-1-silacyclohexane). RXN SMILES: Cl[SiH:2]1[CH2:7][CH2:6][CH:5]([CH2:8][CH2:9][C@H:10]2[CH2:15][CH2:14][C@H:13]([C:16]3[CH:21]=[CH:20][C:19]([F:22])=[C:18]([F:23])[CH:17]=3)[CH2:12][CH2:11]2)[CH2:4][CH2:3]1.[Cl-].[CH3:25][O:26][CH2:27][CH2:28][CH2:29][Zn+].Cl[SiH]1CCC(CC[C@H]2CC[C@H](C3C=CC(F)=CC=3)CC2)CC1.[Cl-].C([Zn+])CCCC>>[F:23][C:18]1[CH:17]=[C:16]([C@H:13]2[CH2:14][CH2:15][C@H:10]([CH2:9][CH2:8][C@H:5]3[CH2:6][CH2:7][Si@H:2]([CH2:29][CH2:28][CH2:27][O:26][CH3:25])[CH2:3][CH2:4]3)[CH2:11][CH2:12]2)[CH:21]=[CH:20][C:19]=1[F:22] |f:1.2,4.5|. Procedure: The preparation was conducted in the same manner as in Example 6, except that 7.5 g (21 mmol) of 1-chloro-4-(2-(trans-4-(3,4-difluorophenyl)cyclohexyl)ethyl)-1-silacyclohexane and 3-methoxypropylzinc chloride were used instead of 7.0 g (21 mmol) of 1-chloro-4-(2-(trans-4-(p-fluorophenyl)cyclohexyl) ethyl)-1-silacyclohexane and n-pentylzinc chloride. Starting materials: COC(=O)NN, O=C(Cl)C=Cc1ccccc1, CC#N. The product is COC(=O)NNC(=O)C=Cc1ccccc1. Reaction SMILES: [C:1]([NH:2][NH2:3])(=[O:4])[O:5][CH3:6].[C:7]([CH:8]=[CH:9][c:10]1[cH:11][cH:12][cH:13][cH:14][cH:15]1)(=[O:16])[Cl:17].[CH3:18][C:19]#[N:20]>>[C:1]([NH:2][NH:3][C:7]([CH:8]=[CH:9][c:10]1[cH:11][cH:12][cH:13][cH:14][cH:15]1)=[O:16])(=[O:4])[O:5][CH3:6]. Starting materials: NCCCCCCN([C@@H](C(C)C)C(=O)N[C@@H](C(C)C)C(=O)N(C)[C@H]([C@@H](CC(=O)N1[C@@H](CCC1)[C@@H]([C@H](C(N[C@@H](CC1=CC=CC=C1)C=1OC(=NN1)C1=CC=CC=C1)=O)C)OC)OC)[C@H](CC)C)C (N-(6-aminohexyl)-N-methyl-L-valyl-N-[(3R,4S,5S)-3-methoxy-1-{(2S)-2-[(1R,2R)-1-methoxy-2-methyl-3-oxo-3-{[(1S)-2-phenyl-1-(5-phenyl-1,3,4-oxadiazol-2-yl)ethyl]amino}propyl]pyrrolidin-1-yl}-5-methyl-1-oxoheptan-4-yl]-N-methyl-L-valinamide), O=C1N(C(C=C1)=O)C(=O)OC (methyl 2,5-dioxo-2,5-dihydro-1H-pyrrole-1-carboxylate), FC(C(=O)O)(F)F (trifluoroacetic acid), NCCCCCCN([C@@H](C(C)C)C(=O)N[C@@H](C(C)C)C(=O)N(C)[C@H]([C@@H](CC(=O)N1[C@@H](CCC1)[C@@H]([C@H](C(N[C@@H](CC1=CC=CC=C1)C=1OC(=NN1)C1=CC=CC=C1)=O)C)OC)OC)[C@H](CC)C)C (N-(6-aminohexyl)-N-methyl-L-valyl-N-[(3R,4S,5S)-3-methoxy-1-{(2S)-2-[(1R,2R)-1-methoxy-2-methyl-3-oxo-3-{[(1S)-2-phenyl-1-(5-phenyl-1,3,4-oxadiazol-2-yl)ethyl]amino}propyl]pyrrolidin-1-yl}-5-methyl-1-oxoheptan-4-yl]-N-methyl-L-valinamide), C(O)([O-])=O.[Na+] (sodium hydrogencarbonate). Solvent: O1CCOCC1.O (dioxane water). Run at time 30 minute. Yields the product O=C1N(C(C=C1)=O)CCCCCCN([C@@H](C(C)C)C(=O)N[C@@H](C(C)C)C(=O)N(C)[C@H]([C@@H](CC(=O)N1[C@@H](CCC1)[C@@H]([C@H](C(N[C@@H](CC1=CC=CC=C1)C=1OC(=NN1)C1=CC=CC=C1)=O)C)OC)OC)[C@H](CC)C)C (N-[6-(2,5-dioxo-2,5-dihydro-1H-pyrrol-1-yl)hexyl]-N-methyl-L-valyl-N-[(3R,4S,5S)-3-methoxy-1-{(2S)-2-[(1R,2R)-1-methoxy-2-methyl-3-oxo-3-{[(1S)-2-phenyl-1-(5-phenyl-1,3,4-oxadiazol-2-yl)ethyl]amino}propyl]pyrrolidin-1-yl}-5-methyl-1-oxoheptan-4-yl]-N-methyl-L-valinamide). As a reaction SMILES: [NH2:1][CH2:2][CH2:3][CH2:4][CH2:5][CH2:6][CH2:7][N:8]([CH3:67])[C@H:9]([C:13]([NH:15][C@H:16]([C:20]([N:22]([C@@H:24]([C@@H:63]([CH3:66])[CH2:64][CH3:65])[C@H:25]([O:61][CH3:62])[CH2:26][C:27]([N:29]1[CH2:33][CH2:32][CH2:31][C@H:30]1[C@H:34]([O:59][CH3:60])[C@@H:35]([CH3:58])[C:36](=[O:57])[NH:37][C@H:38]([C:46]1[O:47][C:48]([C:51]2[CH:56]=[CH:55][CH:54]=[CH:53][CH:52]=2)=[N:49][N:50]=1)[CH2:39][C:40]1[CH:45]=[CH:44][CH:43]=[CH:42][CH:41]=1)=[O:28])[CH3:23])=[O:21])[CH:17]([CH3:19])[CH3:18])=[O:14])[CH:10]([CH3:12])[CH3:11].C(=O)([O-])O.[Na+].[O:73]=[C:74]1[CH:78]=[CH:77][C:76](=[O:79])N1C(OC)=O.FC(F)(F)C(O)=O>O1CCOCC1.O>[O:73]=[C:74]1[CH:78]=[CH:77][C:76](=[O:79])[N:1]1[CH2:2][CH2:3][CH2:4][CH2:5][CH2:6][CH2:7][N:8]([CH3:67])[C@H:9]([C:13]([NH:15][C@H:16]([C:20]([N:22]([C@@H:24]([C@@H:63]([CH3:66])[CH2:64][CH3:65])[C@H:25]([O:61][CH3:62])[CH2:26][C:27]([N:29]1[CH2:33][CH2:32][CH2:31][C@H:30]1[C@H:34]([O:59][CH3:60])[C@@H:35]([CH3:58])[C:36](=[O:57])[NH:37][C@H:38]([C:46]1[O:47][C:48]([C:51]2[CH:56]=[CH:55][CH:54]=[CH:53][CH:52]=2)=[N:49][N:50]=1)[CH2:39][C:40]1[CH:45]=[CH:44][CH:43]=[CH:42][CH:41]=1)=[O:28])[CH3:23])=[O:21])[CH:17]([CH3:19])[CH3:18])=[O:14])[CH:10]([CH3:11])[CH3:12] |f:1.2,5.6|. Procedure details: 11 mg (12 μmol) of N-(6-aminohexyl)-N-methyl-L-valyl-N-[(3R,4S,5S)-3-methoxy-1-{(2S)-2-[(1R,2R)-1-methoxy-2-methyl-3-oxo-3-{[(1S)-2-phenyl-1-(5-phenyl-1,3,4-oxadiazol-2-yl)ethyl]amino}propyl]pyrrolidin-1-yl}-5-methyl-1-oxoheptan-4-yl]-N-methyl-L-valinamide (Intermediate 235) were taken up in 500 μl of 1:1 dioxane/water and admixed with 253 μl of 1M aqueous sodium hydrogencarbonate solution and then with 2.8 mg (18 μmol) of methyl 2,5-dioxo-2,5-dihydro-1H-pyrrole-1-carboxylate. The reaction mixtu...